The task is: describe an organic reaction: reactants, conditions, products, and yield. This data is from the Open Reaction Database (ORD), a public repository of structured organic reaction records. The reactants are FC1=C(C=CC=C1C(C[N+](=O)[O-])C1=CNC2=CC(=CC=C12)OCCOC)NC(OCC1=CC=CC=C1)=O (benzyl 2-fluoro-3-(1-(6-(2-methoxyethoxy)-1H-indol-3-yl)-2-nitroethyl)phenylcarbamate), [Cl-].[NH4+] (ammonium chloride). Reagents/catalysts: [Zn] (zinc). Solvent: CO (methanol), O1CCCC1 (tetrahydrofuran). Conditions: time 3 hour. Product: NCC(C1=CNC2=CC(=CC=C12)OCCOC)C=1C(=C(C=CC1)NC(OCC1=CC=CC=C1)=O)F (Benzyl 3-(2-amino-1-(6-(2-methoxyethoxy)-1H-indol-3-yl)ethyl)-2-fluorophenylcarbamate). Yield: 85.9%. Reaction SMILES: [F:1][C:2]1[C:7]([CH:8]([C:13]2[C:21]3[C:16](=[CH:17][C:18]([O:22][CH2:23][CH2:24][O:25][CH3:26])=[CH:19][CH:20]=3)[NH:15][CH:14]=2)[CH2:9][N+:10]([O-])=O)=[CH:6][CH:5]=[CH:4][C:3]=1[NH:27][C:28](=[O:37])[O:29][CH2:30][C:31]1[CH:36]=[CH:35][CH:34]=[CH:33][CH:32]=1.[Cl-].[NH4+]>CO.O1CCCC1.[Zn]>[NH2:10][CH2:9][CH:8]([C:7]1[C:2]([F:1])=[C:3]([NH:27][C:28](=[O:37])[O:29][CH2:30][C:31]2[CH:36]=[CH:35][CH:34]=[CH:33][CH:32]=2)[CH:4]=[CH:5][CH:6]=1)[C:13]1[C:21]2[C:16](=[CH:17][C:18]([O:22][CH2:23][CH2:24][O:25][CH3:26])=[CH:19][CH:20]=2)[NH:15][CH:14]=1 |f:1.2|. Procedure: To a solution of benzyl 2-fluoro-3-(1-(6-(2-methoxyethoxy)-1H-indol-3-yl)-2-nitroethyl)phenylcarbamate (3.75 g, 7.39 mmol) and ammonium chloride (5.93 g, 111 mmol) in methanol (148 mL) and tetrahydrofuran (148 mL) under nitrogen was added zinc (7.25 g, 111 mmol). After 3 hr, the reaction was filtered through a pad of CELITE®, rinsed with EtOAc and MeOH. The filtrate was concentrated in vacuo. Water (40 mL) was added followed by saturated aq. NaHCO3 (to pH ˜11 by litmus paper) and extracted with ... The reactants are [OH-].[Na+] (sodium hydroxide), [Cl-].[Zn+2].[Cl-] (zinc chloride), CC1=CC=C(C=CC(=O)O)C=C1 (4-methylcinnamic acid). The solvent is O (water), O (water). Reaction conditions: temperature 70 celsius, time 2.5 hour. The product is CC1=CC=C(C=CC(=O)[O-])C=C1.[Zn+2].CC1=CC=C(C=CC(=O)[O-])C=C1 (zinc 4-methylcinnamate). Isolated yield 79.4%. RXN SMILES: [OH-].[Na+].[CH3:3][C:4]1[CH:14]=[CH:13][C:7]([CH:8]=[CH:9][C:10]([OH:12])=[O:11])=[CH:6][CH:5]=1.[Cl-].[Zn+2:16].[Cl-]>O>[CH3:3][C:4]1[CH:14]=[CH:13][C:7]([CH:8]=[CH:9][C:10]([O-:12])=[O:11])=[CH:6][CH:5]=1.[Zn+2:16].[CH3:3][C:4]1[CH:14]=[CH:13][C:7]([CH:8]=[CH:9][C:10]([O-:12])=[O:11])=[CH:6][CH:5]=1 |f:0.1,3.4.5,7.8.9|. Procedure: A solution of 47% (w/w) sodium hydroxide (5.5 g) is added to slurry of 4-methylcinnamic acid (8.1 g, 0.05 mol) in water (100 mL) at 70° C. to give a clear slightly alkaline solution. A solution of zinc chloride (3.4 g, 0.025 mol) in water (50 mL) is added and a precipitate is formed immediately. The mixture is stirred at 70° C. for further 2.5 hours. The precipitate is then filtered and dried to yield 7.7 g (80%) zinc 4-methylcinnamate as a fine white powder. IR absorption bands: 1530, 1509, 142... Reactants: C1(=CC=CC=C1)[Li] (phenyllithium), C1(CCC2=CC=CC=C12)=O (1-indanone), [Cl-].[NH4+] (ammonium chloride). The solvent is CCOCC (ether), CCOCC (ether). Conditions: time 1 hour. The product is C1(=CC=CC=C1)C1C=CC2=CC=CC=C12 (1-phenyl-indene). Yield: 45.8%. As a reaction SMILES: [C:1]1(=O)[C:9]2[C:4](=[CH:5][CH:6]=[CH:7][CH:8]=2)[CH2:3][CH2:2]1.[C:11]1([Li])[CH:16]=[CH:15][CH:14]=[CH:13][CH:12]=1.[Cl-].[NH4+]>CCOCC>[C:11]1([CH:1]2[C:9]3[C:4](=[CH:5][CH:6]=[CH:7][CH:8]=3)[CH:3]=[CH:2]2)[CH:16]=[CH:15][CH:14]=[CH:13][CH:12]=1 |f:2.3|. Reported procedure: To a solution of 1-indanone (23.78 g, 0.18 mol) in 250 mL of ether at 0° C. was added dropwise over 30 min, 100 mL of phenyllithium in ether (1.8M in ether) and the mixture was allowed to warm to room temperature and stirred for 1 h. The reaction mixture was poured into a cold saturated ammonium chloride solution, extracted with ether (2×200 mL), and the combined organic layer was washed with brine and dried over sodium sulfate. The organic solvent was removed under reduced pressure, 70 mL of 20... Reactants: [Na] (sodium), OC=1CC(CC(C1)=O)C(=O)O (3-hydroxy-5-keto-3-cyclohexene-carboxylic acid), [Cl-].C1(=CC=CC=C1)[N+]#N (phenyl-diazonium chloride). Run in CO (methanol). The product is OC=1CC(CC(C1N=NC1=CC=CC=C1)=O)C(=O)O (3-hydroxy-5-keto-4-phenylazo-3-cyclohexene-carboxylic acid). RXN SMILES: [Na].[OH:2][C:3]1[CH2:4][CH:5]([C:10]([OH:12])=[O:11])[CH2:6][C:7](=[O:9])[CH:8]=1.[Cl-].[C:14]1([N+:20]#[N:21])[CH:19]=[CH:18][CH:17]=[CH:16][CH:15]=1>CO>[OH:2][C:3]1[CH2:4][CH:5]([C:10]([OH:12])=[O:11])[CH2:6][C:7](=[O:9])[C:8]=1[N:21]=[N:20][C:14]1[CH:19]=[CH:18][CH:17]=[CH:16][CH:15]=1 |f:2.3,^1:0|. Procedure: 13.8 g. of sodium were dissolved in 900 ml. of methanol and to this solution were added 46.8 g. of 3-hydroxy-5-keto-3-cyclohexene-carboxylic acid. The resulting mixture was stirred, maintained between -4° C. and -8° C. by means of a cooling bath and treated over a period of 30 minutes with a phenyl-diazonium chloride solution (prepared from 27.9 g. of aniline, 450 ml. of water, 72 ml. of concentrated hydrochloric acid and 21.0 g. of sodium nitrite in 90 ml. of water). The resulting mixture was s... Reactants: ClCCCl (1,2-dichloroethane), S1C(=CC=C1)CC(=O)N[C@H]1[C@@H]2N(C(=C(CS2)N=[N+]=[N-])C(=O)OCC=C)C1=O (allyl 7β-(2-thienylacetylamino)-3-azido-3-cephem-4-carboxylate). Product: S1C(=CC=C1)CC(=O)N[C@H]1[C@@H]2N(C(=C(CS2)N=C(CCC)N2CCOCC2)C(=O)O)C1=O (7β-(2-Thienylacetylamino)-3-[1-(4-morpholinyl)butylideneamino]-3-cephem-4-carboxylic acid), C(CCC)=O (n-butyraldehyde), N1CCOCC1 (morpholine). RXN SMILES: [S:1]1[CH:5]=[CH:4][CH:3]=[C:2]1[CH2:6][C:7]([NH:9][C@@H:10]1[C:26](=[O:27])[N:12]2[C:13]([C:20]([O:22]CC=C)=[O:21])=[C:14]([N:17]=[N+]=[N-])[CH2:15][S:16][C@H:11]12)=[O:8].Cl[CH2:29][CH2:30]Cl>>[S:1]1[CH:5]=[CH:4][CH:3]=[C:2]1[CH2:6][C:7]([NH:9][C@@H:10]1[C:26](=[O:27])[N:12]2[C:13]([C:20]([OH:22])=[O:21])=[C:14]([N:17]=[C:7]([N:9]3[CH2:30][CH2:29][O:27][CH2:26][CH2:10]3)[CH2:6][CH2:2][CH3:3])[CH2:15][S:16][C@H:11]12)=[O:8].[CH:7](=[O:8])[CH2:6][CH2:2][CH3:3].[NH:12]1[CH2:13][CH2:20][O:22][CH2:10][CH2:26]1. Reported procedure: To a solution of 1.8 g. of allyl 7β-(2-thienylacetylamino)-3-azido-3-cephem-4-carboxylate in about 100 ml. of 1,2-dichloroethane was added 0.628 g. (1 equiv.) of the enamine formed with n-butyraldehyde and morpholine and the mixture was stirred at room temperature for 1.5 hours. The reaction mixture was evaporated to dryness at 40° C. and the residue chromatographed on silica gel using 10% ethyl acetate in toluene vs. ethyl acetate. Multiple fractions were collected and the fractions containing ... Reactants: C(C1=CC=CC=C1)N1CC=2C(=C3C(=NC2CC1)C=CC=C3)C3=CC=CC=C3 (2-benzyl-10-phenyl-1,2,3,4-tetrahydro-benzo[b][1,6]-naphthyridine). The reagents and catalysts are [Pd] (Palladium black). The solvent is C(C)(=O)O (acetic acid). Reaction conditions: time 9 hour. Yields the product C1(=CC=CC=C1)C1=C2C(=NC=3CCNCC13)C=CC=C2 (10-phenyl-1,2,3,4-tetrahydro-benzo[b][1,6]-naphthyridine). The yield is 49.0%. RXN SMILES: C([N:8]1[CH2:17][CH2:16][C:15]2[N:14]=[C:13]3[CH:18]=[CH:19][CH:20]=[CH:21][C:12]3=[C:11]([C:22]3[CH:27]=[CH:26][CH:25]=[CH:24][CH:23]=3)[C:10]=2[CH2:9]1)C1C=CC=CC=1>C(O)(=O)C.[Pd]>[C:22]1([C:11]2[C:10]3[CH2:9][NH:8][CH2:17][CH2:16][C:15]=3[N:14]=[C:13]3[CH:18]=[CH:19][CH:20]=[CH:21][C:12]=23)[CH:23]=[CH:24][CH:25]=[CH:26][CH:27]=1. Procedure: Palladium black (125 mg) was added to a solution of 2-benzyl-10-phenyl-1,2,3,4-tetrahydro-benzo[b][1,6]-naphthyridine (1.25 g, 3.57 mmol) in acetic acid (9 ml), and the resulting mixture was stirred under a hydrogen atmosphere for 9 hours. The catalyst was removed by filtration and the filtrate was concentrated under reduced pressure. The residue was made basic with 1N sodium hydroxide and extracted with diethyl ether. The extract solution was dried over anhydrous sodium sulfate and concentrated...